Dataset: the Open Reaction Database (ORD), a public repository of structured organic reaction records. Task: describe an organic reaction: reactants, conditions, products, and yield Starting materials: C#CCN, O=C(Cl)OCc1ccccc1, CCOC(C)=O, c1ccncc1. Yields the product C#CCNC(=O)OCc1ccccc1. As a reaction SMILES: [CH2:1]([C:2]#[CH:3])[NH2:4].[CH2:5]([c:6]1[cH:7][cH:8][cH:9][cH:10][cH:11]1)[O:12][C:13](=[O:14])[Cl:15].[CH3:22][CH2:23][O:24][C:25]([CH3:26])=[O:27].[cH:16]1[cH:17][cH:18][n:19][cH:20][cH:21]1>>[CH2:1]([C:2]#[CH:3])[NH:4][C:13]([O:12][CH2:5][c:6]1[cH:7][cH:8][cH:9][cH:10][cH:11]1)=[O:14].